Dataset: the Open Reaction Database (ORD), a public repository of structured organic reaction records. Task: describe an organic reaction: reactants, conditions, products, and yield Starting materials: COc1cc(N)ccc1OCCN1CCC(C)CC1, CO, O=C(O)C#Cc1ccc(C(F)(F)F)cc1Cl, ClCCl. Yields the product COc1cc(NC(=O)C#Cc2ccc(C(F)(F)F)cc2Cl)ccc1OCCN1CCC(C)CC1. RXN SMILES: [CH3:17][O:18][c:19]1[cH:20][c:21]([NH2:35])[cH:22][cH:23][c:24]1[O:25][CH2:26][CH2:27][N:28]1[CH2:29][CH2:30][CH:31]([CH3:34])[CH2:32][CH2:33]1.[CH3:36][OH:37].[Cl:1][c:2]1[c:3]([C:12]#[C:13][C:14](=[O:15])[OH:16])[cH:4][cH:5][c:6]([C:8]([F:9])([F:10])[F:11])[cH:7]1.[Cl:38][CH2:39][Cl:40]>>[Cl:1][c:2]1[c:3]([C:12]#[C:13][C:14](=[O:16])[NH:35][c:21]2[cH:20][c:19]([O:18][CH3:17])[c:24]([O:25][CH2:26][CH2:27][N:28]3[CH2:29][CH2:30][CH:31]([CH3:34])[CH2:32][CH2:33]3)[cH:23][cH:22]2)[cH:4][cH:5][c:6]([C:8]([F:9])([F:10])[F:11])[cH:7]1. The reactants are BrC=1C=CC2=C(C(C3=C(C=C2)C=CC=C3)Cl)C1 (3-bromo-5-chloro-5H-dibenzo[a,d]cycloheptene), CN1CCNCC1 (N-methylpiperazine), CN(C=O)C (dimethylformamide), C([O-])([O-])=O.[Na+].[Na+] (sodium carbonate). Run in O (water). Yields the product BrC=1C=CC2=C(C(C3=C(C=C2)C=CC=C3)N3CCN(CC3)C)C1 (1-(3-bromo-5H-dibenzo[a,d]cyclohepten-5-yl)-4-methylpiperazine). Yield: 47.2%. RXN SMILES: [Br:1][C:2]1[CH:3]=[CH:4][C:5]2[CH:11]=[CH:10][C:9]3[CH:12]=[CH:13][CH:14]=[CH:15][C:8]=3[CH:7](Cl)[C:6]=2[CH:17]=1.[CH3:18][N:19]1[CH2:24][CH2:23][NH:22][CH2:21][CH2:20]1.CN(C)C=O.C(=O)([O-])[O-].[Na+].[Na+]>O>[Br:1][C:2]1[CH:3]=[CH:4][C:5]2[CH:11]=[CH:10][C:9]3[CH:12]=[CH:13][CH:14]=[CH:15][C:8]=3[CH:7]([N:22]3[CH2:23][CH2:24][N:19]([CH3:18])[CH2:20][CH2:21]3)[C:6]=2[CH:17]=1 |f:3.4.5|. Procedure: 1.00 gram (3.27 millimoles) of 3-bromo-5-chloro-5H-dibenzo[a,d]cycloheptene, 0.7 gram (about 7 millimoles) of N-methylpiperazine and 3 milliliters of dimethylformamide were stirred together at room temperature under an atmosphere of nitrogen for 60 hours. At the end of this period, water and aqueous sodium carbonate solution was added, and the resulting aqueous solution extracted with ether. The ether solution was washed five times with water, then with saturated sodium chloride solution and dri... Starting materials: ClCCl, N#Cc1c(N)cc(N)nc1-c1ccccc1, COc1ccc(OC)c(CC(=O)Cl)c1, c1ccncc1. Product: COc1ccc(OC)c(CC(=O)Nc2cc(N)c(C#N)c(-c3ccccc3)n2)c1. RXN SMILES: [Cl:37][CH2:38][Cl:39].[NH2:1][c:2]1[cH:3][c:4]([NH2:16])[n:5][c:6](-[c:10]2[cH:11][cH:12][cH:13][cH:14][cH:15]2)[c:7]1[C:8]#[N:9].[O:17]([CH3:18])[c:19]1[c:20]([CH2:27][C:28](=[O:29])[Cl:30])[cH:21][c:22]([O:25][CH3:26])[cH:23][cH:24]1.[cH:31]1[cH:32][cH:33][n:34][cH:35][cH:36]1>>[NH2:1][c:2]1[cH:3][c:4]([NH:16][C:28]([CH2:27][c:20]2[c:19]([O:17][CH3:18])[cH:24][cH:23][c:22]([O:25][CH3:26])[cH:21]2)=[O:29])[n:5][c:6](-[c:10]2[cH:11][cH:12][cH:13][cH:14][cH:15]2)[c:7]1[C:8]#[N:9]. Starting materials: C(C1=CC=CC=C1)OC(/C=C/C[C@]1(OC(C1)=O)C(=O)OCC1=CC=CC=C1)(C)C ((R,E)-benzyl 2-(4-(benzyloxy)-4-methylpent-2-enyl)-4-oxooxetane-2-carboxylate), TEA, C(C)[SiH](CC)CC (triethylsilane). The reagents and catalysts are CC(=O)[O-].CC(=O)[O-].[Pd+2] (Pd(OAc)2). Run at temperature 23 celsius, time 1 hour. Yields the product C(C1=CC=CC=C1)OC(/C=C/C[C@]1(OC(C1)=O)C(=O)O)(C)C ((R,E)-2-(4-(benzyloxy)-4-methylpent-2-enyl)-4-oxooxetane-2-carboxylic acid). Yield: 84.4%. RXN SMILES: [CH2:1]([O:8][C:9]([CH3:29])([CH3:28])/[CH:10]=[CH:11]/[CH2:12][C@:13]1([C:18]([O:20]CC2C=CC=CC=2)=[O:19])[CH2:16][C:15](=[O:17])[O:14]1)[C:2]1[CH:7]=[CH:6][CH:5]=[CH:4][CH:3]=1.C([SiH](CC)CC)C>CC([O-])=O.CC([O-])=O.[Pd+2]>[CH2:1]([O:8][C:9]([CH3:29])([CH3:28])/[CH:10]=[CH:11]/[CH2:12][C@:13]1([C:18]([OH:20])=[O:19])[CH2:16][C:15](=[O:17])[O:14]1)[C:2]1[CH:7]=[CH:6][CH:5]=[CH:4][CH:3]=1 |f:2.3.4|. Procedure details: To a solution of benzyl ester 85 (52.8 mg, 0.134 mmol, 1.00 equiv.) were added TEA (3.0 μL, 0.0214 mmol, 0.16 equiv.), triethylsilane (32.1 μL, 0.201 mmol, 1.50 equiv.), and Pd(OAc)2 (1.6 mg, 0.0071 mmol, 0.053 equiv.). The resulting black solution was stirred at 23° C. for 1 h then partitioned between 10 mL sat'd NH4Cl solution and 10 mL CH2Cl2. The phases were separated and the aqueous phase was extracted with 2×10 mL CH2Cl2. The combined aqueous phases were dried over MgSO4 and solvent remova... Reagents/catalysts: [H+].[H+].Cl[Pt-2](Cl)(Cl)(Cl)(Cl)Cl (hexachloroplatinic acid). Procedure details: 2.0 g (7.3 mmol) of 5-chloro-4-(cis-4-ethenylcyclohexylamino)-6-ethylpyrimidine (Example 12) and 1.22 g (10.5 mmol) of triethylsilane were heated under reflux with a spatula tip of hexachloroplatinic acid. After hydrolysis with dilute NH4Cl solution, the mixture was subjected to extraction with ether and purified by column chromatography (silica gel, eluent system petroleum ether/ethyl acetate 9:1). 0.72 g (1.9 mmol=25%) was obtained of the silane (colorless oil, nD23 =1.5206). Yields the product ClC=1C(=NC=NC1CC)N[C@@H]1CC[C@@H](CC1)CC[Si](CC)(CC)CC (5-Chloro-6-ethyl-4-[cis-4-(2-triethylsilylethyl )cyclohexylamino] pyrimidine). Reactants: ClC=1C(=NC=NC1CC)N[C@@H]1CC[C@@H](CC1)C=C (5-chloro-4-(cis-4-ethenylcyclohexylamino)-6-ethylpyrimidine), C(C)[SiH](CC)CC (triethylsilane), [NH4+].[Cl-] (NH4Cl). As a reaction SMILES: [Cl:1][C:2]1[C:3]([NH:10][C@H:11]2[CH2:16][CH2:15][C@@H:14]([CH:17]=[CH2:18])[CH2:13][CH2:12]2)=[N:4][CH:5]=[N:6][C:7]=1[CH2:8][CH3:9].[CH2:19]([SiH:21]([CH2:24][CH3:25])[CH2:22][CH3:23])[CH3:20].[NH4+].[Cl-]>[H+].[H+].Cl[Pt-2](Cl)(Cl)(Cl)(Cl)Cl>[Cl:1][C:2]1[C:3]([NH:10][C@H:11]2[CH2:16][CH2:15][C@@H:14]([CH2:17][CH2:18][Si:21]([CH2:24][CH3:25])([CH2:22][CH3:23])[CH2:19][CH3:20])[CH2:13][CH2:12]2)=[N:4][CH:5]=[N:6][C:7]=1[CH2:8][CH3:9] |f:2.3,4.5.6|. Reactants: C(#N)C1=CC=C(C=C1)N1CCN(CC1)C=1C(=NC(=NC1CCC)N)N (5-[4-(4-cyanophenyl)-1-piperazinyl]-6-propyl-2,4-pyrimidinediamine), S(O)(O)(=O)=O (sulfuric acid), C(C)O (ethanol), ice water. Reaction conditions: temperature 100 celsius. The product is NC1=NC(=C(C(=N1)N)N1CCN(CC1)C1=CC=C(C(=O)OCC)C=C1)CCC (4-[4-(2,4-Diamino-6-propyl-5-pyrimidinyl)-1-piperazinyl]benzoic acid, ethyl ester). As a reaction SMILES: [C:1]([C:3]1[CH:8]=[CH:7][C:6]([N:9]2[CH2:14][CH2:13][N:12]([C:15]3[C:16]([NH2:25])=[N:17][C:18]([NH2:24])=[N:19][C:20]=3[CH2:21][CH2:22][CH3:23])[CH2:11][CH2:10]2)=[CH:5][CH:4]=1)#N.S(=O)(=O)(O)[OH:27].[CH2:31]([OH:33])[CH3:32]>>[NH2:24][C:18]1[N:17]=[C:16]([NH2:25])[C:15]([N:12]2[CH2:11][CH2:10][N:9]([C:6]3[CH:7]=[CH:8][C:3]([C:1]([O:33][CH2:31][CH3:32])=[O:27])=[CH:4][CH:5]=3)[CH2:14][CH2:13]2)=[C:20]([CH2:21][CH2:22][CH3:23])[N:19]=1. Procedure: A mixture of 1.0 g (2.96 mmole) of 5-[4-(4-cyanophenyl)-1-piperazinyl]-6-propyl-2,4-pyrimidinediamine, 15 ml of 95% ethanol and 15 ml of sulfuric acid was heated under reflux at 100° C. for four hours and cooled. The solution was poured into 200 ml of ice water and filtered. The filtrate was kept cool and neutralized with 50% aqueous sodium hydroxide solution to pH 7. The solid was collected and washed with 50 ml of water. Recrystallization from N,N-dimethylformamide and drying in vacuo at 78° C...